The task is: describe an organic reaction: reactants, conditions, products, and yield. This data is from the Open Reaction Database (ORD), a public repository of structured organic reaction records. Starting materials: S(=O)([O-])S(=O)[O-].[Na+].[Na+] (sodium dithionite), NC=1N=C(NC(C1N=NC1=CC=CC=C1)=O)CC1=CC=CC=C1 (4-amino-2-benzyl-5-phenylazopyrimid-6-one). Solvent: O (water), CN(C=O)C (dimethylformamide). Product: NC=1N=C(NC(C1N)=O)CC1=CC=CC=C1 (4,5-diamino-2-benzylpyrimid-6-one). Yield: 64.8%. RXN SMILES: S(S([O-])=O)([O-])=O.[Na+].[Na+].[NH2:9][C:10]1[N:11]=[C:12]([CH2:25][C:26]2[CH:31]=[CH:30][CH:29]=[CH:28][CH:27]=2)[NH:13][C:14](=[O:24])[C:15]=1[N:16]=NC1C=CC=CC=1>O.CN(C)C=O>[NH2:9][C:10]1[N:11]=[C:12]([CH2:25][C:26]2[CH:27]=[CH:28][CH:29]=[CH:30][CH:31]=2)[NH:13][C:14](=[O:24])[C:15]=1[NH2:16] |f:0.1.2|. Procedure: A solution of sodium dithionite (62 g.) in water (300 ml.) was added dropwise during 30 minutes to a solution of 4-amino-2-benzyl-5-phenylazopyrimid-6-one (27 g.) in dimethylformamide (1000 ml.) at 75° C. The mixture was cooled, and the insoluble solid was filtered off. The filtrate was evaporated in vacuo, the residue was stirred with water, and the solid filtered off. This solid was extracted with boiling water (250 ml.), the extract was filtered hot and then cooled. The solid which separated ... Reactants: Brc1cncc(Br)c1, O=C(OCc1ccccc1)N1CC2CNC2C1. Product: O=C(OCc1ccccc1)N1CC2CN(c3cncc(Br)c3)C2C1. Reaction SMILES: [Br:18][c:19]1[cH:20][n:21][cH:22][c:23]([Br:24])[cH:25]1.[CH:1]12[CH2:2][N:3]([C:8](=[O:9])[O:10][CH2:11][c:12]3[cH:13][cH:14][cH:15][cH:16][cH:17]3)[CH2:4][CH:5]1[NH:6][CH2:7]2>>[CH:1]12[CH2:2][N:3]([C:8](=[O:9])[O:10][CH2:11][c:12]3[cH:13][cH:14][cH:15][cH:16][cH:17]3)[CH2:4][CH:5]1[N:6]([c:23]1[cH:22][n:21][cH:20][c:19]([Br:18])[cH:25]1)[CH2:7]2. The reactants are C(C)(=O)O (acetic acid), [C-]#N.[Na+] (sodium cyanide), ClC1=C(C=CC(=C1Cl)OC)C(=O)C1=CC=NN1CC1=CC=CC=C1 ((2,3-dichloro-4-methoxyphenyl)(1-benzyl-5-pyrazolyl)methanone), O (water). Run in CS(=O)C (dimethylsulfoxide). Reaction conditions: temperature 100 celsius. Yields the product ClC1=C(C=CC(=C1Cl)C(=O)C1=CC=NN1CC1=CC=CC=C1)O (2,3-dichloro-4-(1-benzyl-5-pyrazolylcarbonyl)phenol). Isolated yield 40.6%. As a reaction SMILES: [C-]#N.[Na+].[Cl:4][C:5]1[C:10]([Cl:11])=[C:9]([O:12]C)[CH:8]=[CH:7][C:6]=1[C:14]([C:16]1[N:20]([CH2:21][C:22]2[CH:27]=[CH:26][CH:25]=[CH:24][CH:23]=2)[N:19]=[CH:18][CH:17]=1)=[O:15].O.C(O)(=O)C>CS(C)=O>[Cl:11][C:10]1[C:5]([Cl:4])=[C:6]([C:14]([C:16]2[N:20]([CH2:21][C:22]3[CH:23]=[CH:24][CH:25]=[CH:26][CH:27]=3)[N:19]=[CH:18][CH:17]=2)=[O:15])[CH:7]=[CH:8][C:9]=1[OH:12] |f:0.1|. Reported procedure: 0.95 g of sodium cyanide is added to a solution of 1.0 g of (2,3-dichloro-4-methoxyphenyl)(1-benzyl-5-pyrazolyl)methanone in dimethylsulfoxide and the mixture is heated at 100° C. for 4 hours under argon gas atmosphere. After cooling, cold water is added to the reaction mixture. The mixture is adjusted to pH 5-6 with acetic acid and then extracted with ethyl acetate. The extract is washed with water, dried and evaporated to remove solvent. The residue is purified by silica gel column chromatogra... Reactants: CC(=O)[O-], CN(C)C=O, ClCc1coc(C=Cc2ccccc2)n1, [Na+]. Yields the product OCc1coc(C=Cc2ccccc2)n1. RXN SMILES: [CH3:17][C:18]([O-:19])=[O:20].[CH3:21][N:22]([CH3:23])[CH:24]=[O:25].[Cl:1][CH2:2][c:3]1[n:4][c:5]([CH:8]=[CH:9][c:10]2[cH:11][cH:12][cH:13][cH:14][cH:15]2)[o:6][cH:7]1.[Na+:16]>>[CH2:2]([c:3]1[n:4][c:5]([CH:8]=[CH:9][c:10]2[cH:11][cH:12][cH:13][cH:14][cH:15]2)[o:6][cH:7]1)[OH:19].